From a dataset of the Open Reaction Database (ORD), a public repository of structured organic reaction records. describe an organic reaction: reactants, conditions, products, and yield Reactants: [N+](=O)([O-])C1=CC=C(C=C1)O (4-nitrophenol), C1(=CC=CC=C1)P(C1=CC=CC=C1)C1=CC=CC=C1 (triphenylphosphine), ICCCO (3-iodopropanol), CCOC(=O)/N=N/C(=O)OCC (diethylazodicarboxylate). Run in O1CCCC1 (tetrahydrofuran). Conditions: temperature 25 celsius, time 8 hour. The product is [N+](=O)([O-])C1=CC=C(OCCCI)C=C1 (1-(4-Nitrophenoxy)-3-iodopropane). Isolated yield 79.2%. RXN SMILES: [N+:1]([C:4]1[CH:9]=[CH:8][C:7]([OH:10])=[CH:6][CH:5]=1)([O-:3])=[O:2].C1(P(C2C=CC=CC=2)C2C=CC=CC=2)C=CC=CC=1.[I:30][CH2:31][CH2:32][CH2:33]O.CCOC(/N=N/C(OCC)=O)=O>O1CCCC1>[N+:1]([C:4]1[CH:9]=[CH:8][C:7]([O:10][CH2:33][CH2:32][CH2:31][I:30])=[CH:6][CH:5]=1)([O-:3])=[O:2]. Procedure: To a stirring solution of 4-nitrophenol (10.0 g, 71.94 mmol) in tetrahydrofuran (100 mL) at 0° C. was added triphenylphosphine (22.6 g, 86.33 mmol), 3-iodopropanol (16.73 g, 89.93 mmol), and diethylazodicarboxylate (14.3 mL, 86.33 mmol). The resulting mixture was stirred at 25° C. overnight. The mixture was partitioned between brine and ethyl acetate. The organic phase was dried and concentrated. The residue was triturated with 8:1 ether/ethyl acetate to induce the precipitation of 22 g of triph...